This data is from the Open Reaction Database (ORD), a public repository of structured organic reaction records. The task is: describe an organic reaction: reactants, conditions, products, and yield Reactants: BrCC1=C(C=CC=C1)C1=C(C=CC=C1)CBr (2,2'-Bis(bromomethyl)-1,1'-biphenyl). The solvent is C1CCOC1 (THF). Product: dibromo, C=1(C(=CC=CC1)C=1C(=CC=CC1)C)C (2,2'-bitolyl). Reaction SMILES: Br[CH2:2][C:3]1[CH:8]=[CH:7][CH:6]=[CH:5][C:4]=1[C:9]1[CH:14]=[CH:13][CH:12]=[CH:11][C:10]=1[CH2:15]Br>C1COCC1>[C:10]1([CH3:15])[C:9]([C:4]2[C:3]([CH3:2])=[CH:8][CH:7]=[CH:6][CH:5]=2)=[CH:14][CH:13]=[CH:12][CH:11]=1. Procedure details: 2,2'-Bis(bromomethyl)-1,1'-biphenyl (3.40 grams, 10 mmole) was added to the addition funnel and dissolved in 10 mL of dry THF. The dibromo compound may be obtained by the free radical catalyzed halogenation of 2,2'-bitolyl. The flask containing the dibenzophospholyl anion is chilled with a water-ice bath. The mixture was stirred vigorously as the dibromo compound was added dropwise to the chilled solution over 30 minutes. The solution color lightened by the end of the addition. The resulting mix...